From a dataset of the Open Reaction Database (ORD), a public repository of structured organic reaction records. describe an organic reaction: reactants, conditions, products, and yield The reactants are C[C@@H](CC#C)O ((S)-pent-4-yn-2-ol), FC=1C(=C2/C(/C(NC2=CC1)=O)=C/C1=C(N=CN1)C)I ((Z)-1,3-dihydro-5-fluoro-4-iodo-3-[(4-methyl-1H-imidazol-5-yl)methylene]-2H-indol-2-one), FC=1C(=C2/C(/C(NC2=CC1)=O)=C/C1=C(N=CN1)C)I ((Z)-1,3-dihydro-5-fluoro-4-iodo-3-[(4-methyl-1H-imidazol-5-yl)methylene]-2H-indol-2-one). The reagents and catalysts are C=1C=CC(=CC1)[P](C=2C=CC=CC2)(C=3C=CC=CC3)[Pd]([P](C=4C=CC=CC4)(C=5C=CC=CC5)C=6C=CC=CC6)([P](C=7C=CC=CC7)(C=8C=CC=CC8)C=9C=CC=CC9)[P](C=1C=CC=CC1)(C=1C=CC=CC1)C=1C=CC=CC1 ((Ph3P)4Pd). Solvent: CN(C)C=O (DMF), CCN(CC)CC (Et3N). Yields the product FC=1C(=C2/C(/C(NC2=CC1)=O)=C/C1=C(N=CN1)C)C#CC[C@H](C)O ((S)-(Z)-1,3-Dihydro-5-fluoro-4-(4-hydroxy-1-pentynyl)-3-[(4-methyl-1H-imidazol-5-yl)methylene]-2H-indol-2-one). As a reaction SMILES: [CH3:1][C@H:2]([OH:6])[CH2:3][C:4]#[CH:5].[F:7][C:8]1[C:9](I)=[C:10]2[C:14](=[CH:15][CH:16]=1)[NH:13][C:12](=[O:17])/[C:11]/2=[CH:18]\[C:19]1[NH:23][CH:22]=[N:21][C:20]=1[CH3:24]>CN(C=O)C.CCN(CC)CC.C1C=CC([P]([Pd]([P](C2C=CC=CC=2)(C2C=CC=CC=2)C2C=CC=CC=2)([P](C2C=CC=CC=2)(C2C=CC=CC=2)C2C=CC=CC=2)[P](C2C=CC=CC=2)(C2C=CC=CC=2)C2C=CC=CC=2)(C2C=CC=CC=2)C2C=CC=CC=2)=CC=1>[F:7][C:8]1[C:9]([C:5]#[C:4][CH2:3][C@@H:2]([OH:6])[CH3:1])=[C:10]2[C:14](=[CH:15][CH:16]=1)[NH:13][C:12](=[O:17])/[C:11]/2=[CH:18]\[C:19]1[NH:23][CH:22]=[N:21][C:20]=1[CH3:24] |^1:41,43,62,81|. Procedure: Using Method C above, (S)-pent-4-yn-2-ol (68 mg, 0.82 mmol) (see Example 81 below) was coupled with (Z)-1,3-dihydro-5-fluoro-4-iodo-3-[(4-methyl-1H-imidazol-5-yl)methylene]-2H-indol-2-one (100 mg, 0.27 mmol) (Starting Material 3 supra) using (Ph3P)4Pd (31 mg, 0.03 mmol) and Cul (6 mg) in a mixture of DMF (5 mL) and Et3N (5 mL) as solvent at 80° C. for 4 hrs. Upon completion, the reaction mixture was concentrated and the residue was chromatographed on a silica gel column with neat CH3CN then THF ... Starting materials: CC=1C=C(C=C2C=NNC12)CC(CC(N1CCC(CC1)N1C(NC2=CC=CC=C2C1)=O)=O)C1=NC=C(C=O)C=C1 ((±)-6-(1-(7-methyl-1H-indazol-5-yl)-4-oxo-4-(4-(2-oxo-1,2-dihydroquinazolin-3(4H)-yl)piperidin-1-yl)butan-2-yl)nicotinaldehyde), [BH-](OC(=O)C)(OC(=O)C)OC(=O)C.[Na+] (Na(OAc)3BH). Reagents/catalysts: N1CCCCC1 (piperidine). Solvent: ClC(C)Cl (dichloroethane). Run at time 8 hour. Product: CC=1C=C(C=C2C=NNC12)CC(CC(=O)N1CCC(CC1)N1C(NC2=CC=CC=C2C1)=O)C1=NC=C(C=C1)CN1CCCCC1 ((±)-3-(1-(4-(7-Methyl-1H-indazol-5-yl)-3-(5-(piperidin-1-ylmethyl)pyridin-2-yl)butanoyl)piperidin-4-yl)-3,4-dihydroquinazolin-2(1H)-one). Isolated yield 72.0%. Reaction SMILES: [CH3:1][C:2]1[CH:3]=[C:4]([CH2:11][CH:12]([C:33]2[CH:40]=[CH:39][C:36]([CH:37]=O)=[CH:35][N:34]=2)[CH2:13][C:14](=[O:32])[N:15]2[CH2:20][CH2:19][CH:18]([N:21]3[CH2:30][C:29]4[C:24](=[CH:25][CH:26]=[CH:27][CH:28]=4)[NH:23][C:22]3=[O:31])[CH2:17][CH2:16]2)[CH:5]=[C:6]2[C:10]=1[NH:9][N:8]=[CH:7]2.[BH-](O[C:51]([CH3:53])=O)(OC(C)=O)OC(C)=O.[Na+]>ClC(Cl)C.N1CCCCC1>[CH3:1][C:2]1[CH:3]=[C:4]([CH2:11][CH:12]([C:33]2[CH:40]=[CH:39][C:36]([CH2:37][N:8]3[CH2:53][CH2:51][CH2:5][CH2:6][CH2:7]3)=[CH:35][N:34]=2)[CH2:13][C:14]([N:15]2[CH2:20][CH2:19][CH:18]([N:21]3[CH2:30][C:29]4[C:24](=[CH:25][CH:26]=[CH:27][CH:28]=4)[NH:23][C:22]3=[O:31])[CH2:17][CH2:16]2)=[O:32])[CH:5]=[C:6]2[C:10]=1[NH:9][N:8]=[CH:7]2 |f:1.2|. Reported procedure: A solution of (±)-6-(1-(7-methyl-1H-indazol-5-yl)-4-oxo-4-(4-(2-oxo-1,2-dihydroquinazolin-3(4H)-yl)piperidin-1-yl)butan-2-yl)nicotinaldehyde (previous example, 8 mg, 0.015 mmol, 1.0 equiv.) in dichloroethane (1 mL) was treated with by 2 drops of piperidine. Excess Na(OAc)3BH was added and the reaction mixture was stirred at room temperature overnight. The mixture was directly purified by flash column chromatography (10% of 2M ammonia in methanol in methylene chloride) afforded the desired produc... Starting materials: [OH-].[Na+] (sodium hydroxide), C(CC)(=O)OC(CC)=O (propionic anhydride), C(CC)(=O)O (propionic acid), Cl (hydrochloric acid), OC1=CC(CC(C1)C1=C(C(=C(C=C1C)C)OC)C)=O (3-hydroxy-5-(3-methoxy-2,4,6-trimethylphenyl)cyclohex-2-en-1-one). Reagents/catalysts: FC(S(=O)(=O)O)(F)F (Trifluoromethanesulfonic acid). Run in O (water). Reaction conditions: temperature 115 celsius, time 2 hour. Product: OC1=C(C(CC(C1)C1=C(C(=C(C=C1C)C)OC)C)=O)C(CC)=O (3-hydroxy-5-(3-methoxy-2,4,6-trimethylphenyl)-2-propionylcyclohex-2-en-1-one). The yield is 55.0%. RXN SMILES: C(OC(=O)CC)(=O)CC.[C:10]([OH:14])(=O)[CH2:11][CH3:12].[OH:15][C:16]1[CH2:21][CH:20]([C:22]2[C:27]([CH3:28])=[CH:26][C:25]([CH3:29])=[C:24]([O:30][CH3:31])[C:23]=2[CH3:32])[CH2:19][C:18](=[O:33])[CH:17]=1.[OH-].[Na+].Cl>FC(F)(F)S(O)(=O)=O.O>[OH:33][C:18]1[CH2:19][CH:20]([C:22]2[C:27]([CH3:28])=[CH:26][C:25]([CH3:29])=[C:24]([O:30][CH3:31])[C:23]=2[CH3:32])[CH2:21][C:16](=[O:15])[C:17]=1[C:10](=[O:14])[CH2:11][CH3:12] |f:3.4|. Reported procedure: A mixture of propionic anhydride (4.0 ml) and propionic acid (4.0 ml) was added to 3-hydroxy-5-(3-methoxy-2,4,6-trimethylphenyl)cyclohex-2-en-1-one (2.0 g) and the mixture was heated at 115° C. with stirring until a clear solution was obtained. Trifluoromethanesulfonic acid (10 drops) was then added and the heating and stirring was continued for a further 2 hours. The mixture was cooled, poured into water, basified with sodium hydroxide and stirred at room temperature for 30 minutes. The aqueous... Reactants: CC(C)(C)N(CCc1nc(C2CC2)no1)C(=O)[O-], ClCCl, Cl. The product is Cl, NCCc1nc(C2CC2)no1. Reaction SMILES: [C:1]([N:5]([C:2](=[O:3])[O-:4])[CH2:9][CH2:10][c:11]1[n:12][c:13]([CH:16]2[CH2:17][CH2:18]2)[n:14][o:15]1)([CH3:6])([CH3:7])[CH3:8].[Cl:20][CH2:21][Cl:22].[ClH:19]>>[ClH:19].[NH2:5][CH2:9][CH2:10][c:11]1[n:12][c:13]([CH:16]2[CH2:17][CH2:18]2)[n:14][o:15]1. Reactants: CO, ClCCl, [K+], [K+], C=C1CSC2C(N)C(=O)N2C1C(=O)OCc1ccc(OC)cc1, O=P([O-])([O-])O, C=C1CSC2C(NC(=O)Cc3ccccc3)C(=O)N2C1C(=O)OCc1ccc(OC)cc1, Cc1ccc(S(=O)(=O)O)cc1, c1ccncc1. Yields the product C=C1CSC2C(N)C(=O)N2C1C(=O)OCc1ccc(OC)cc1. RXN SMILES: [CH3:33][OH:34].[Cl:76][CH2:77][Cl:78].[K+:40].[K+:41].[NH2:53][CH:54]1[C:55](=[O:56])[N:57]2[CH:58]([C:59]([O:60][CH2:61][c:62]3[cH:63][cH:64][c:65]([O:66][CH3:67])[cH:68][cH:69]3)=[O:70])[C:71](=[CH2:72])[CH2:73][S:74][CH:75]12.[P:35]([O-:36])([O-:37])([OH:38])=[O:39].[c:1]1([CH2:2][C:3](=[O:4])[NH:10][CH:11]2[CH:12]3[N:13]([CH:14]([C:19](=[O:20])[O:21][CH2:22][c:23]4[cH:24][cH:25][c:26]([O:29][CH3:30])[cH:27][cH:28]4)[C:15](=[CH2:18])[CH2:16][S:17]3)[C:31]2=[O:32])[cH:5][cH:6][cH:7][cH:8][cH:9]1.[c:42]1([CH3:43])[cH:44][cH:45][c:46]([S:47]([OH:48])(=[O:49])=[O:50])[cH:51][cH:52]1.[cH:79]1[cH:80][cH:81][n:82][cH:83][cH:84]1>>[NH2:10][CH:11]1[CH:12]2[N:13]([CH:14]([C:19](=[O:20])[O:21][CH2:22][c:23]3[cH:24][cH:25][c:26]([O:29][CH3:30])[cH:27][cH:28]3)[C:15](=[CH2:18])[CH2:16][S:17]2)[C:31]1=[O:32]. Starting materials: S(=O)(Cl)Cl (Thionyl chloride), [N+](=O)([O-])C1=CC=C(OCC(=O)O)C=C1 (4-nitrophenoxyacetic acid), CO (methanol). Reaction conditions: time 1 hour. Yields the product [N+](=O)([O-])C1=CC=C(OCC(=O)OC)C=C1 (Methyl 4-nitrophenoxyacetate). Isolated yield 96.0%. Reaction SMILES: S(Cl)(Cl)=O.[N+:5]([C:8]1[CH:18]=[CH:17][C:11]([O:12][CH2:13][C:14]([OH:16])=[O:15])=[CH:10][CH:9]=1)([O-:7])=[O:6].[CH3:19]O>>[N+:5]([C:8]1[CH:9]=[CH:10][C:11]([O:12][CH2:13][C:14]([O:16][CH3:19])=[O:15])=[CH:17][CH:18]=1)([O-:7])=[O:6]. Reported procedure: Thionyl chloride (2.3 ml) was added dropwise under ice cooling to a solution of 5.0 g (25 mmol) of 4-nitrophenoxyacetic acid in 250 ml of methanol, followed by stirring at room temperature for 1 hour. After the solvent was distilled out under reduced pressure, the residue was dissolved in 50 ml of methylene chloride, followed by neutralization with an aqueous solution of sodium hydrogencarbonate. The organic layer was washed with a saturated aqueous solution of sodium chloride and then dried ove...